This data is from the Open Reaction Database (ORD), a public repository of structured organic reaction records. The task is: describe an organic reaction: reactants, conditions, products, and yield The reactants are COC(=O)C=CC(CF)NC(=O)OCc1ccccc1, Cl, O, O=C(O)C(F)(F)F. Yields the product Cl, COC(=O)C=CC(N)CF. Reaction SMILES: [CH2:1]([O:2][C:3](=[O:4])[NH:11][CH:12]([CH:13]=[CH:14][C:15](=[O:16])[O:17][CH3:18])[CH2:19][F:20])[c:5]1[cH:6][cH:7][cH:8][cH:9][cH:10]1.[ClH:21].[OH2:22].[OH:23][C:24]([C:25]([F:26])([F:27])[F:28])=[O:29]>>[ClH:21].[NH2:11][CH:12]([CH:13]=[CH:14][C:15](=[O:16])[O:17][CH3:18])[CH2:19][F:20].